From a dataset of the Open Reaction Database (ORD), a public repository of structured organic reaction records. describe an organic reaction: reactants, conditions, products, and yield Reactants: COC(=O)C1=CC=C(C=C1)B(O)O (4-(methoxycarbonyl)phenylboronic acid), ClC1=NC2=CC=C(C=C2C=C1)O (2-chloroquinolin-6-ol), C(=O)([O-])[O-].[Na+].[Na+] (Na2CO3). Product: OC=1C=C2C=CC(=NC2=CC1)C1=CC=C(C(=O)OC)C=C1 (methyl 4-(6-hydroxyquinolin-2-yl)benzoate). RXN SMILES: [CH3:1][O:2][C:3]([C:5]1[CH:10]=[CH:9][C:8](B(O)O)=[CH:7][CH:6]=1)=[O:4].Cl[C:15]1[CH:24]=[CH:23][C:22]2[C:17](=[CH:18][CH:19]=[C:20]([OH:25])[CH:21]=2)[N:16]=1.C([O-])([O-])=O.[Na+].[Na+]>>[OH:25][C:20]1[CH:21]=[C:22]2[C:17](=[CH:18][CH:19]=1)[N:16]=[C:15]([C:8]1[CH:9]=[CH:10][C:5]([C:3]([O:2][CH3:1])=[O:4])=[CH:6][CH:7]=1)[CH:24]=[CH:23]2 |f:2.3.4|. Procedure: Scheme 1, step 1, starting from 4-(methoxycarbonyl)phenylboronic acid and 2-chloroquinolin-6-ol, using Na2CO3 instead of TEA. The reactants are C(C)(C)N(CC)C(C)C (diisopropylethylamine), bromotris-pyrrolidinophosphonium hexafluorophosphonate, ClC=1C=C(C=CC1)C1=NN=C(S1)N (3-chlorophenyl-1,3,4-thiadiazol-2-amine), COC(=O)[C@H]1CC[C@H](CC1)OC1=CC=C(C(=O)O)C=C1 (cis-4-(4-methoxycarbonylcyclohexyloxy)benzoic acid), CN(C)C=O (DMF). Run in ClCCl (dichloromethane), O (water), ClCCl (dichloromethane). Conditions: time 1 day. Product: ClC=1C=C(C=CC1)C1=NN=C(S1)NC(=O)C1=CC=C(O[C@H]2CC[C@H](CC2)C(=O)OC)C=C1 (methyl cis-4-{4-[5-(3-chlorophenyl)[1.3.4]thiadiazol-2-ylcarbamoyl]phenoxy}cyclohexanecarboxylate). Isolated yield 10.1%. Reaction SMILES: [CH3:1][O:2][C:3]([C@@H:5]1[CH2:10][CH2:9][C@H:8]([O:11][C:12]2[CH:20]=[CH:19][C:15]([C:16]([OH:18])=O)=[CH:14][CH:13]=2)[CH2:7][CH2:6]1)=[O:4].C(N(C(C)C)CC)(C)C.[Cl:30][C:31]1[CH:32]=[C:33]([C:37]2[S:41][C:40]([NH2:42])=[N:39][N:38]=2)[CH:34]=[CH:35][CH:36]=1.CN(C=O)C>ClCCl.O>[Cl:30][C:31]1[CH:32]=[C:33]([C:37]2[S:41][C:40]([NH:42][C:16]([C:15]3[CH:14]=[CH:13][C:12]([O:11][C@@H:8]4[CH2:7][CH2:6][C@H:5]([C:3]([O:2][CH3:1])=[O:4])[CH2:10][CH2:9]4)=[CH:20][CH:19]=3)=[O:18])=[N:39][N:38]=2)[CH:34]=[CH:35][CH:36]=1. Procedure: 0.351 g of cis-4-(4-methoxycarbonylcyclohexyloxy)benzoic acid (1.26 mmol, 1 eq.) is placed in 5 mL of dichloromethane at room temperature. 0.42 mL of diisopropylethylamine (2.52 mmol, 2 eq.), 0.705 g of bromotris-pyrrolidinophosphonium hexafluorophosphonate (1.51 mmol, 1.2 eq.) and 0.267 g of 3-chlorophenyl-1,3,4-thiadiazol-2-amine (1.26 mmol, 1 eq.) are added successively. 2 mL of DMF are added. The reaction mixture is stirred for 1 day at room temperature, diluted in dichloromethane, and water...